Dataset: the Open Reaction Database (ORD), a public repository of structured organic reaction records. Task: describe an organic reaction: reactants, conditions, products, and yield Starting materials: [N+](=O)([O-])C1=CC=C(COC(=O)N2CCC(CC2)COS(=O)(=O)C2=CC=C(C=C2)C)C=C1 (N-p-nitrobenzyloxycarbonyl-4-p-toluenesulfonyloxymethylpiperidine), C(C)(=S)O.[Na] (sodium thioacetic acid), C(C)(=S)O (thioacetic acid), [H-].[Na+] (sodium hydride). Run in CN(C=O)C (dimethylformamide), O (water), CN(C=O)C (dimethylformamide). Run at time 4 hour. The product is [N+](=O)([O-])C1=CC=C(COC(=O)N2CCC(CC2)CSC(C)=O)C=C1 (N-p-nitrobenzyloxycarbonyl-4-acetylthiomethylpiperidine). RXN SMILES: [N+:1]([C:4]1[CH:31]=[CH:30][C:7]([CH2:8][O:9][C:10]([N:12]2[CH2:17][CH2:16][CH:15]([CH2:18]OS(C3C=CC(C)=CC=3)(=O)=O)[CH2:14][CH2:13]2)=[O:11])=[CH:6][CH:5]=1)([O-:3])=[O:2].[C:32]([OH:35])(=[S:34])[CH3:33].[Na].C(O)(=S)C.[H-].[Na+]>CN(C)C=O.O>[N+:1]([C:4]1[CH:5]=[CH:6][C:7]([CH2:8][O:9][C:10]([N:12]2[CH2:13][CH2:14][CH:15]([CH2:18][S:34][C:32](=[O:35])[CH3:33])[CH2:16][CH2:17]2)=[O:11])=[CH:30][CH:31]=1)([O-:3])=[O:2] |f:1.2,4.5,^1:35|. Procedure details: A solution of N-p-nitrobenzyloxycarbonyl-4-p-toluenesulfonyloxymethylpiperidine (3.72 g) in dry dimethylformamide (10 ml) was added to a solution of sodium thioacetic acid (1 g) prepared from thioacetic acid and sodium hydride in dry dimethylformamide (10 ml). The reaction mixture was stirred at room temperature for 4 hours, diluted with water and extracted with ethyl acetate. The extract was washed with water, dried over anhydrous sodium sulfate and evaporated to give a residue which was then p...